Dataset: the Open Reaction Database (ORD), a public repository of structured organic reaction records. Task: describe an organic reaction: reactants, conditions, products, and yield Reactants: C(#N)C=1C=C(C(N)=NO)C=CC1 (3-cyano-N′-hydroxybenzimidamide), FC1=C(C(=O)Cl)C=CC=N1 (2-fluoronicotinoyl chloride), N (NH3). The product is FC1=NC=CC=C1C1=NC(=NO1)C=1C=C(C#N)C=CC1 (3-(5-(2-fluoropyridin-3-yl)-1,2,4-oxadiazol-3-yl)benzonitrile). RXN SMILES: [C:1]([C:3]1[CH:4]=[C:5]([CH:10]=[CH:11][CH:12]=1)[C:6](=[N:8][OH:9])[NH2:7])#[N:2].[F:13][C:14]1[N:22]=[CH:21][CH:20]=[CH:19][C:15]=1[C:16](Cl)=O.N>>[F:13][C:14]1[C:15]([C:16]2[O:9][N:8]=[C:6]([C:5]3[CH:4]=[C:3]([CH:12]=[CH:11][CH:10]=3)[C:1]#[N:2])[N:7]=2)=[CH:19][CH:20]=[CH:21][N:22]=1. Procedure: The title compound was prepared according to the procedure of Example 4B using 3-cyano-N′-hydroxybenzimidamide (Example 4A) and 2-fluoronicotinoyl chloride (Aldrich). 1H NMR (300 MHz, DMSO-d6) δ 7.87 (m, 1 H), 7.95 (m, 1 H), 8.17 (m, 1 H), 8.17 (m, 1 H), 8.43 (m, 1 H), 8.6 (m, 1 H), 8.8 (m, 1 H) ppm; MS (DCI/NH3) m/z 267 (M+H)+. Reactants: N#CC1CCNCC1, [BH3-]C#N, CCOC1(O[Si](C)(C)C)CC1, CC(=O)O, CO, [Na+]. Yields the product N#CC1CCN(C2CC2)CC1. RXN SMILES: [C:1](#[N:2])[CH:3]1[CH2:4][CH2:5][NH:6][CH2:7][CH2:8]1.[C:24]([BH3-:25])#[N:26].[CH2:9]([O:10][C:12]1([O:11][Si:15]([CH3:16])([CH3:17])[CH3:18])[CH2:13][CH2:14]1)[CH3:19].[CH3:20][C:21](=[O:22])[OH:23].[CH3:28][OH:29].[Na+:27]>>[C:1](#[N:2])[CH:3]1[CH2:4][CH2:5][N:6]([CH:12]2[CH2:13][CH2:14]2)[CH2:7][CH2:8]1.